This data is from the Open Reaction Database (ORD), a public repository of structured organic reaction records. The task is: describe an organic reaction: reactants, conditions, products, and yield Reactants: Cc1c(C(=O)Cl)cnn1-c1ccc(Cl)cc1, N#Cc1cc(N)ccc1OCCCN1CCOCC1. Yields the product Cc1c(C(=O)Nc2ccc(OCCCN3CCOCC3)c(C#N)c2)cnn1-c1ccc(Cl)cc1. As a reaction SMILES: [Cl:1][c:2]1[cH:3][cH:4][c:5](-[n:8]2[n:9][cH:10][c:11]([C:14](=[O:15])[Cl:16])[c:12]2[CH3:13])[cH:6][cH:7]1.[NH2:17][c:18]1[cH:19][cH:20][c:21]([O:26][CH2:27][CH2:28][CH2:29][N:30]2[CH2:31][CH2:32][O:33][CH2:34][CH2:35]2)[c:22]([C:23]#[N:24])[cH:25]1>>[Cl:1][c:2]1[cH:3][cH:4][c:5](-[n:8]2[n:9][cH:10][c:11]([C:14](=[O:15])[NH:17][c:18]3[cH:19][cH:20][c:21]([O:26][CH2:27][CH2:28][CH2:29][N:30]4[CH2:31][CH2:32][O:33][CH2:34][CH2:35]4)[c:22]([C:23]#[N:24])[cH:25]3)[c:12]2[CH3:13])[cH:6][cH:7]1. Reactants: CI, CN(C)C=O, [H-], [Na+], O=C1Nc2ccccc2SC1CCO. The product is CN1C(=O)C(CCO)Sc2ccccc21. Reaction SMILES: [CH3:17][I:18].[CH3:19][N:20]([CH3:21])[CH:22]=[O:23].[H-:15].[Na+:16].[OH:1][CH2:2][CH2:3][CH:4]1[S:5][c:6]2[c:7]([cH:11][cH:12][cH:13][cH:14]2)[NH:8][C:9]1=[O:10]>>[OH:1][CH2:2][CH2:3][CH:4]1[S:5][c:6]2[c:7]([cH:11][cH:12][cH:13][cH:14]2)[N:8]([CH3:17])[C:9]1=[O:10]. Reactants: CO, Cc1ccccc1C(=O)O, O, O=S(=O)(O)O. Product: COC(=O)c1ccccc1C. RXN SMILES: [CH3:17][OH:18].[CH3:1][c:2]1[cH:3][cH:4][cH:5][cH:6][c:7]1[C:8]([OH:9])=[O:10].[OH2:16].[S:11](=[O:12])(=[O:13])([OH:14])[OH:15]>>[CH3:1][c:2]1[cH:3][cH:4][cH:5][cH:6][c:7]1[C:8]([O:9][CH3:17])=[O:10]. The reactants are Cl.Cl.ClC=1C=C(C=CC1)N1C(N(C2=C(C=NC=3C(=CC=CC23)OC)C1=O)[C@@H]1CNCC1)=O ((S)-3-(3-chloro-phenyl)-7-methoxy-1-pyrrolidin-3-yl-1H-pyrimido[5,4-c]quinoline-2,4-dione.dihydrochloride), CS(=O)(=O)Cl (methanesulfonyl chloride). Product: ClC=1C=C(C=CC1)N1C(N(C2=C(C=NC=3C(=CC=CC23)OC)C1=O)[C@@H]1CN(CC1)S(=O)(=O)C)=O (3-(3-Chloro-phenyl)-1-((S)-1-methanesulfonyl-pyrrolidin-3-yl)-7-methoxy-1H-pyrimido[5,4-c]quinoline-2,4-dione). RXN SMILES: Cl.Cl.[Cl:3][C:4]1[CH:5]=[C:6]([N:10]2[C:25](=[O:26])[C:14]3[CH:15]=[N:16][C:17]4[C:18]([O:23][CH3:24])=[CH:19][CH:20]=[CH:21][C:22]=4[C:13]=3[N:12]([C@H:27]3[CH2:31][CH2:30][NH:29][CH2:28]3)[C:11]2=[O:32])[CH:7]=[CH:8][CH:9]=1.[CH3:33][S:34](Cl)(=[O:36])=[O:35]>>[Cl:3][C:4]1[CH:5]=[C:6]([N:10]2[C:25](=[O:26])[C:14]3[CH:15]=[N:16][C:17]4[C:18]([O:23][CH3:24])=[CH:19][CH:20]=[CH:21][C:22]=4[C:13]=3[N:12]([C@H:27]3[CH2:31][CH2:30][N:29]([S:34]([CH3:33])(=[O:36])=[O:35])[CH2:28]3)[C:11]2=[O:32])[CH:7]=[CH:8][CH:9]=1 |f:0.1.2|. Procedure details: 3-(3-Chloro-phenyl)-1-((S)-1-methanesulfonyl-pyrrolidin-3-yl)-7-methoxy-1H-pyrimido[5,4-c]quinoline-2,4-dione (27 mg) was prepared according to general procedure H from (S)-3-(3-chloro-phenyl)-7-methoxy-1-pyrrolidin-3-yl-1H-pyrimido[5,4-c]quinoline-2,4-dione.dihydrochloride (42 mg, 0.1 mmol) and methanesulfonyl chloride. LCMS: m/z 501 [M+1]+.